This data is from the Open Reaction Database (ORD), a public repository of structured organic reaction records. The task is: describe an organic reaction: reactants, conditions, products, and yield The reactants are BrC1=CC=C2C(=CC(OC2=C1)=O)C1=CN(C=C1)[Si](C(C)C)(C(C)C)C(C)C (7-Bromo-4-(1-triisopropylsilyl-1-H-pyrrol-3-yl)coumarin), [N+](CCCC)(CCCC)(CCCC)CCCC.[F-] (Bu4NF). Run in C1CCOC1 (THF), C1CCOC1 (THF), CCOC(=O)C (EtOAc). Run at time 15 minute. Yields the product N1C=C(C=C1)C1=CC(OC2=CC(=CC=C12)Br)=O (4-(3-Pyrrolyl)-7-bromocoumarin). As a reaction SMILES: [Br:1][C:2]1[CH:11]=[C:10]2[C:5]([C:6]([C:13]3[CH:17]=[CH:16][N:15]([Si](C(C)C)(C(C)C)C(C)C)[CH:14]=3)=[CH:7][C:8](=[O:12])[O:9]2)=[CH:4][CH:3]=1.[N+](CCCC)(CCCC)(CCCC)CCCC.[F-]>C1COCC1.CCOC(C)=O>[NH:15]1[CH:16]=[CH:17][C:13]([C:6]2[C:5]3[C:10](=[CH:11][C:2]([Br:1])=[CH:3][CH:4]=3)[O:9][C:8](=[O:12])[CH:7]=2)=[CH:14]1 |f:1.2|. Reported procedure: To a solution of the silyl compound from Step 1 (42 mg, 0.094 mmol) in THF (1 mL) was added Bu4NF 1M in THF (94 (L, 0.094 mmol) and the reaction mixture was stirred at r.t. for 15 min. The mixture was diluted with EtOAc, washed with brine, dried over MgSO4, filtered and evaporated to give the title compound as an oil. Reported procedure: A solution of 0.001 mole of 1-(2-aminopropyl)-8-chloro-6-(o-chlorophenyl)-4H-s-triazolo[4,3-a][1,4]benzodiazepine in acetonitrile is successively treated with 0.001 mole each of formaldehyde, acetic acid and sodium cyanoborohydride at room temperature. The mixture is concentrated in vacuo and the residue treated with 25% aqueous ethylene diamine (5 ml.) and methanol (10 ml.) and refluxed under nitrogen for 2 hours. This mixture is concentrated and the residue mixed with water and extracted with ... Product: CNC(CC1=NN=C2N1C1=C(C(=NC2)C2=C(C=CC=C2)Cl)C=C(C=C1)Cl)C (1-[2-(methylamino)propyl]-8-chloro-6-(o-chlorophenyl)-4H-s-triazolo[4,3-a][1,4]benzodiazepin). Starting materials: NC(CC1=NN=C2N1C1=C(C(=NC2)C2=C(C=CC=C2)Cl)C=C(C=C1)Cl)C (1-(2-aminopropyl)-8-chloro-6-(o-chlorophenyl)-4H-s-triazolo[4,3-a][1,4]benzodiazepine), C=O (formaldehyde), C(C)(=O)O (acetic acid), C(#N)[BH3-].[Na+] (sodium cyanoborohydride). The solvent is C(C)#N (acetonitrile). As a reaction SMILES: [NH2:1][CH:2]([CH3:26])[CH2:3][C:4]1[N:8]2[C:9]3[CH:24]=[CH:23][C:22]([Cl:25])=[CH:21][C:10]=3[C:11]([C:14]3[CH:19]=[CH:18][CH:17]=[CH:16][C:15]=3[Cl:20])=[N:12][CH2:13][C:7]2=[N:6][N:5]=1.C=O.[C:29](O)(=O)C.C([BH3-])#N.[Na+]>C(#N)C>[CH3:29][NH:1][CH:2]([CH3:26])[CH2:3][C:4]1[N:8]2[C:9]3[CH:24]=[CH:23][C:22]([Cl:25])=[CH:21][C:10]=3[C:11]([C:14]3[CH:19]=[CH:18][CH:17]=[CH:16][C:15]=3[Cl:20])=[N:12][CH2:13][C:7]2=[N:6][N:5]=1 |f:3.4|. The reactants are CSC, CC(=O)O, OO, O=C(CSc1ccc(O)cc1)c1ccccc1O. Product: O=C(CS(=O)c1ccc(O)cc1)c1ccccc1O. RXN SMILES: [CH3:21][S:22][CH3:23].[CH3:24][C:25](=[O:26])[OH:27].[OH:19][OH:20].[OH:1][c:2]1[c:3]([C:8]([CH2:9][S:10][c:11]2[cH:12][cH:13][c:14]([OH:17])[cH:15][cH:16]2)=[O:18])[cH:4][cH:5][cH:6][cH:7]1>>[OH:1][c:2]1[c:3]([C:8]([CH2:9][S:10]([c:11]2[cH:12][cH:13][c:14]([OH:17])[cH:15][cH:16]2)=[O:19])=[O:18])[cH:4][cH:5][cH:6][cH:7]1. The reactants are ClC=1C=C(C=CC1Cl)/C=C/C(=O)N1CCN(C(CC1)=O)CCCOC1OCCCC1 (1-[(E)-3-(3,4-dichloro-phenyl)-acryloyl]-4-[3-(tetrahydro-pyran-2-yloxy)-propyl]-[1,4]diazepan-5-one), C1(=CC=C(C=C1)S(=O)(=O)[O-])C.[NH+]1=CC=CC=C1 (pyridinium toluene-4-sulfonate). Run in CO (methanol). Reaction conditions: temperature 55 celsius, time 30 minute. Yields the product ClC=1C=C(C=CC1Cl)/C=C/C(=O)N1CCN(C(CC1)=O)CCCO (1-[(E)-3-(3,4-Dichloro-phenyl)-acryloyl]-4-(3-hydroxy-propyl)-[1,4]diazepan-5-one). RXN SMILES: [Cl:1][C:2]1[CH:3]=[C:4](/[CH:9]=[CH:10]/[C:11]([N:13]2[CH2:19][CH2:18][C:17](=[O:20])[N:16]([CH2:21][CH2:22][CH2:23][O:24]C3CCCCO3)[CH2:15][CH2:14]2)=[O:12])[CH:5]=[CH:6][C:7]=1[Cl:8].C1(C)C=CC(S([O-])(=O)=O)=CC=1.[NH+]1C=CC=CC=1>CO>[Cl:1][C:2]1[CH:3]=[C:4](/[CH:9]=[CH:10]/[C:11]([N:13]2[CH2:19][CH2:18][C:17](=[O:20])[N:16]([CH2:21][CH2:22][CH2:23][OH:24])[CH2:15][CH2:14]2)=[O:12])[CH:5]=[CH:6][C:7]=1[Cl:8] |f:1.2|. Procedure: A solution of 1.30 g (2.85 mmol) of 1-[(E)-3-(3,4-dichloro-phenyl)-acryloyl]-4-[3-(tetrahydro-pyran-2-yloxy)-propyl]-[1,4]diazepan-5-one in 6 ml of methanol was treated with 0.22 g (0.86 mmol) of pyridinium toluene-4-sulfonate and stirred at 55° C. for 30 min. The reaction was cooled and extracted with aqueous 10% KHSO4/Et2O (3×). The organic phases were washed with aqueous saturated NaHCO3, aqueous 10% NaCl, dried (Na2SO4) and evaporated to give after crystallization (Et2O) 0.98 g (92%) of the ... As a reaction SMILES: [Br:1][C:2]1[CH:3]=[C:4]2[C:8](=[CH:9][CH:10]=1)[CH:7]([N:11]1[CH2:16][CH2:15][N:14]([C:17]3([CH3:30])[CH2:22][CH2:21][N:20](C(OC(C)(C)C)=O)[CH2:19][CH2:18]3)[CH2:13][C@@H:12]1[CH3:31])[CH2:6][CH2:5]2>Cl.O1CCOCC1>[Br:1][C:2]1[CH:3]=[C:4]2[C:8](=[CH:9][CH:10]=1)[CH:7]([N:11]1[CH2:16][CH2:15][N:14]([C:17]3([CH3:30])[CH2:22][CH2:21][NH:20][CH2:19][CH2:18]3)[CH2:13][C@@H:12]1[CH3:31])[CH2:6][CH2:5]2. Conditions: time 2 hour. Yields the product BrC=1C=C2CCC(C2=CC1)N1[C@H](CN(CC1)C1(CCNCC1)C)C ((2S)-1-(5-Bromo-2,3-dihydro-1H-inden-1-yl)-2-methyl-4-(4-methylpiperidin-4-yl)piperazine), trihydrochloride. The solvent is Cl (HCl), O1CCOCC1 (dioxane). Procedure: The intermediate obtained from step E (0.23 g) was dissolved in a solution of 4 N HCl in dioxane (3 mL). After being stirred at room temperature for 2 h, the solution was concentrated to provide the title compound as a trihydrochloride salt (0.23 g). MS calculated for C20H30BrN3: (M+H)+ 392. found 392.2, 394.2. Starting materials: BrC=1C=C2CCC(C2=CC1)N1[C@H](CN(CC1)C1(CCN(CC1)C(=O)OC(C)(C)C)C)C (tert-Butyl 4-[(3S)-4-(5-bromo-2,3-dihydro-1H-inden-1-yl)-3-methylpiperazin-1-yl]-4-methylpiperidine-1-carboxylate). The reactants are ClC=1C=C(C=C(C1)Cl)S(=O)(=O)Cl (3,5-dichloro-phenylsulphonyl chloride), NC=1C=C2C=CC=C(C2=CC1)C(=O)O (6-amino-naphthalene-1-carboxylic acid). The solvent is N1=CC=CC=C1 (pyridine). Reaction conditions: time 8 hour. Yields the product ClC=1C=C(C=C(C1)Cl)S(=O)(=O)NC=1C=C2C=CC=C(C2=CC1)C(=O)O (6-(3,5-dichloro-phenylsulphonylamino)-naphthalene-1-carboxylic acid). Reaction SMILES: [Cl:1][C:2]1[CH:3]=[C:4]([S:9](Cl)(=[O:11])=[O:10])[CH:5]=[C:6]([Cl:8])[CH:7]=1.[NH2:13][C:14]1[CH:15]=[C:16]2[C:21](=[CH:22][CH:23]=1)[C:20]([C:24]([OH:26])=[O:25])=[CH:19][CH:18]=[CH:17]2>N1C=CC=CC=1>[Cl:1][C:2]1[CH:3]=[C:4]([S:9]([NH:13][C:14]2[CH:15]=[C:16]3[C:21](=[CH:22][CH:23]=2)[C:20]([C:24]([OH:26])=[O:25])=[CH:19][CH:18]=[CH:17]3)(=[O:11])=[O:10])[CH:5]=[C:6]([Cl:8])[CH:7]=1. Reported procedure: 2.68 g 3,5-dichloro-phenylsulphonyl chloride are added to 2.00 g of 6-amino-naphthalene-1-carboxylic acid in 10 ml of pyridine while cooling with an ice bath. The reaction mixture is left overnight to come up to ambient temperature and then the pyridine is distilled off in vacuo using the rotary evaporator. The flask residue is acidified with 3 N hydrochloric acid and extracted with ethyl acetate/methanol. The combined extracts are washed with water, dried on magnesium sulphate and evaporated do...